The task is: describe an organic reaction: reactants, conditions, products, and yield. This data is from the Open Reaction Database (ORD), a public repository of structured organic reaction records. Starting materials: OCCC1=C2CC(NC2=CC=C1)=O (4-(2-Hydroxyethyl)-1,3-dihydroindol-2-one), CC1=C(NC(=C1C(=O)N1CCN(CC1)C)C)C=O (3,5-dimethyl-4-(4-methyl-piperazine-1-carbonyl)-1H-pyrrole-2-carbaldehyde). Yields the product CC1=C(NC(=C1C(=O)N1CCN(CC1)C)C)C=C1C(NC2=CC=CC(=C12)CCO)=O (3-[3,5-dimethyl-4-(4-Methylpiperazine-1-carbonyl)-1H-pyrrol-2-ylmethylene]-4-(2-hydroxyethyl)-1,3-dihydroindol-2-one). The yield is 55.0%. As a reaction SMILES: [OH:1][CH2:2][CH2:3][C:4]1[CH:12]=[CH:11][CH:10]=[C:9]2[C:5]=1[CH2:6][C:7](=[O:13])[NH:8]2.[CH3:14][C:15]1[C:19]([C:20]([N:22]2[CH2:27][CH2:26][N:25]([CH3:28])[CH2:24][CH2:23]2)=[O:21])=[C:18]([CH3:29])[NH:17][C:16]=1[CH:30]=O>>[CH3:14][C:15]1[C:19]([C:20]([N:22]2[CH2:23][CH2:24][N:25]([CH3:28])[CH2:26][CH2:27]2)=[O:21])=[C:18]([CH3:29])[NH:17][C:16]=1[CH:30]=[C:6]1[C:5]2[C:9](=[CH:10][CH:11]=[CH:12][C:4]=2[CH2:3][CH2:2][OH:1])[NH:8][C:7]1=[O:13]. Reported procedure: 4-(2-Hydroxyethyl)-1,3-dihydroindol-2-one (71 mg, 0.4 mmol) was condensed with 3,5-dimethyl-4-(4-methyl-piperazine-1-carbonyl)-1H-pyrrole-2-carbaldehyde to give 90 mg (55%) of the title compound as an orange solid. Reactants: C(C)C(CNC(C)(C)C)(CC)N (1,1-diethyl-2-t-butylaminoethylamin), C(Cl)(Cl)Cl (chloroform), C(CC)C(=O)CCC (dipropylketon), [OH-].[Na+] (NaOH). The product is C(C)(C)(C)N1C(C(NC(C1)(CC)CC)(CCC)CCC)=O (1-t-Butyl-3,3-dipropyl-5,5-diethyl-piperazin-2-on). Reaction SMILES: [CH2:1]([C:3]([NH2:12])([CH2:10][CH3:11])[CH2:4][NH:5][C:6]([CH3:9])([CH3:8])[CH3:7])[CH3:2].[CH2:13]([C:16]([CH2:18][CH2:19][CH3:20])=O)[CH2:14][CH3:15].[OH-:21].[Na+].[CH:23](Cl)(Cl)Cl>>[C:6]([N:5]1[CH2:4][C:3]([CH2:10][CH3:11])([CH2:1][CH3:2])[NH:12][C:16]([CH2:18][CH2:19][CH3:20])([CH2:13][CH2:14][CH3:15])[C:23]1=[O:21])([CH3:7])([CH3:9])[CH3:8] |f:2.3|. Procedure details: In analogy to Example B21, 1,1-diethyl-2-t-butylaminoethylamin, dipropylketon, chloroform and NaOH are reacted to give the title compound as a yellow oil. Reactants: [BH4-], C[S-], CCO, CCOCC, ClCc1ccccc1I, [Na+], [Na+]. Yields the product CSCc1ccccc1I. As a reaction SMILES: [BH4-:13].[CH3:10][S-:11].[CH3:15][CH2:16][OH:17].[CH3:18][CH2:19][O:20][CH2:21][CH3:22].[Cl:1][CH2:2][c:3]1[c:4]([I:9])[cH:5][cH:6][cH:7][cH:8]1.[Na+:12].[Na+:14]>>[CH2:2]([c:3]1[c:4]([I:9])[cH:5][cH:6][cH:7][cH:8]1)[S:11][CH3:10]. The reactants are [Al+3], O=C(O)c1cc(O)cc(Br)c1, C1CCOC1, Cl, [H-], [H-], [H-], [H-], [Li+]. The product is OCc1cc(O)cc(Br)c1. As a reaction SMILES: [Al+3:13].[Br:1][c:2]1[cH:3][c:4]([C:5](=[O:6])[OH:7])[cH:8][c:9]([OH:11])[cH:10]1.[CH2:19]1[O:20][CH2:21][CH2:22][CH2:23]1.[ClH:18].[H-:12].[H-:15].[H-:16].[H-:17].[Li+:14]>>[Br:1][c:2]1[cH:3][c:4]([CH2:5][OH:6])[cH:8][c:9]([OH:11])[cH:10]1. The reactants are OC(CCCCCCCCCCC(=O)O)CCCCCC (12-hydroxystearic acid), amine, glyceride, [OH-].[Li+] (lithium hydroxide), P(=S)([S-])([O-])[O-] (dithiophosphate), [S] (sulfur). Run at temperature 210 fahrenheit. The product is OC(C(=O)[O-])CCCCCCCCCCCCCCCC.[Li+] (lithium hydroxystearate). Reaction SMILES: O[CH:2]([CH2:16][CH2:17][CH2:18][CH2:19][CH2:20][CH3:21])[CH2:3][CH2:4][CH2:5][CH2:6][CH2:7][CH2:8][CH2:9][CH2:10][CH2:11][CH2:12][C:13]([OH:15])=[O:14].[OH-].[Li+:23].P([O-])([O-:27])([S-])=S.[S]>>[OH:27][CH:12]([CH2:11][CH2:10][CH2:9][CH2:8][CH2:7][CH2:6][CH2:5][CH2:4][CH2:3][CH2:2][CH2:16][CH2:17][CH2:18][CH2:19][CH2:20][CH3:21])[C:13]([O-:15])=[O:14].[Li+:23] |f:1.2,5.6,^3:28|. Procedure details: A lithium hydroxystearate grease thickener was prepared by saponification of a mixture containing 12-hydroxystearic acid (8%) and the glyceride thereof (9%) with lithium hydroxide in a mineral oil vehicle (ISO 150 viscosity grade of a 70/30 mixture of naphthenic and paraffinic stocks) at about 350° F. in a closed contactor. After depressuring and dehydration of the thickener in an open kettle sufficient mineral oil was added to reduce the thickener content to about 9.0%. After cooling to 210° F.... The yield is 89.0%. Starting materials: C(=O)([O-])[O-].[K+].[K+] (K2CO3), BrCC(=O)OCC (ethyl bromoacetate), O=S1(CC(CN(C2=C1C=C(C=C2)O)C2=CC=C(C=C2)NC(=O)OC(C)(C)C)(CCCC)CCCC)=O (1,1-Dioxo-3,3-dibutyl-5-(4-t-butoxycarbonylaminophenyl)-8-hydroxy-2,3,4,5-tetrahydro-1,5-benzothiazepine). The reagents and catalysts are [Br-].C(CCC)[N+](CCCC)(CCCC)CCCC (tetrabutylammoniumbromide). Yields the product O=S1(CC(CN(C2=C1C=C(C=C2)OCC(=O)OCC)C2=CC=C(C=C2)NC(=O)OC(C)(C)C)(CCCC)CCCC)=O (1,1-Dioxo-3,3-dibutyl-5-(4-t-butoxycarbonylaminophenyl)-8-ethoxycarbonylmethoxy-2,3,4,5-tetrahydro-1,5-benzothiazepine). RXN SMILES: [O:1]=[S:2]1(=[O:36])[C:8]2[CH:9]=[C:10]([OH:13])[CH:11]=[CH:12][C:7]=2[N:6]([C:14]2[CH:19]=[CH:18][C:17]([NH:20][C:21]([O:23][C:24]([CH3:27])([CH3:26])[CH3:25])=[O:22])=[CH:16][CH:15]=2)[CH2:5][C:4]([CH2:32][CH2:33][CH2:34][CH3:35])([CH2:28][CH2:29][CH2:30][CH3:31])[CH2:3]1.C([O-])([O-])=O.[K+].[K+].Br[CH2:44][C:45]([O:47][CH2:48][CH3:49])=[O:46]>CC#N.[Br-].C([N+](CCCC)(CCCC)CCCC)CCC>[O:36]=[S:2]1(=[O:1])[C:8]2[CH:9]=[C:10]([O:13][CH2:44][C:45]([O:47][CH2:48][CH3:49])=[O:46])[CH:11]=[CH:12][C:7]=2[N:6]([C:14]2[CH:15]=[CH:16][C:17]([NH:20][C:21]([O:23][C:24]([CH3:26])([CH3:27])[CH3:25])=[O:22])=[CH:18][CH:19]=2)[CH2:5][C:4]([CH2:32][CH2:33][CH2:34][CH3:35])([CH2:28][CH2:29][CH2:30][CH3:31])[CH2:3]1 |f:1.2.3,6.7|. Procedure details: 1,1-Dioxo-3,3-dibutyl-5-(4-t-butoxycarbonylaminophenyl)-8-hydroxy-2,3,4,5-tetrahydro-1,5-benzothiazepine Method 107; 597 mg, 1.16 mmol) was dissolved in MeCN (20 ml), K2CO3 (480 mg, 3.5 mmol), tetrabutylammoniumbromide (54 mg, 0.17 mmol) and ethyl bromoacetate (167 μl, 1.5 mmol) was added. The mixture was heated to 60° C. overnight. The solvent was evaporated under reduced pressure. EtOAc and water was added and the water layer was extracted two times with EtOAc. The combined organic layer was w... Solvent: CC#N (MeCN). Conditions: temperature 60 celsius.